Dataset: the Open Reaction Database (ORD), a public repository of structured organic reaction records. Task: describe an organic reaction: reactants, conditions, products, and yield Reactants: [N+](=O)([O-])C=1C=NN2C1C=CC(=C2)[N+](=O)[O-] (3,6-dinitropyrazolo[1,5-a]pyridine). The reagents and catalysts are [Zn] (zinc). Solvent: C(C)O.O (ethanol water). The product is NC=1C=NN2C1C=CC(=C2)N (3,6-Diaminopyrazolo[1,5-a]pyridine). As a reaction SMILES: [N+:1]([C:4]1[CH:5]=[N:6][N:7]2[CH:12]=[C:11]([N+:13]([O-])=O)[CH:10]=[CH:9][C:8]=12)([O-])=O>[Zn].C(O)C.O>[NH2:1][C:4]1[CH:5]=[N:6][N:7]2[CH:12]=[C:11]([NH2:13])[CH:10]=[CH:9][C:8]=12 |f:2.3|. Reported procedure: The reduction of 3,6-dinitropyrazolo[1,5-a]pyridine was carried out using zinc in an ethanol/water mixture. The reactants are Cc1ccc(S(=O)(=O)Nc2cncc(Br)c2)cc1, C1COCCO1, CC(=O)Nc1nc2ccc(B3OC(C)(C)C(C)(C)O3)cc2s1, [Na+], [Na+], O=C([O-])[O-]. Product: CC(=O)Nc1nc2ccc(-c3cncc(NS(=O)(=O)c4ccc(C)cc4)c3)cc2s1. RXN SMILES: [Br:1][c:2]1[cH:3][c:4]([NH:8][S:9](=[O:10])(=[O:11])[c:12]2[cH:13][cH:14][c:15]([CH3:18])[cH:16][cH:17]2)[cH:5][n:6][cH:7]1.[CH2:47]1[O:48][CH2:49][CH2:50][O:51][CH2:52]1.[CH3:19][C:20]1([CH3:21])[C:22]([CH3:23])([CH3:24])[O:25][B:26]([c:27]2[cH:28][c:29]3[c:30]([n:31][c:32]([NH:34][C:35]([CH3:36])=[O:37])[s:33]3)[cH:38][cH:39]2)[O:40]1.[Na+:41].[Na+:42].[O-:43][C:44](=[O:45])[O-:46]>>[c:2]1(-[c:27]2[cH:28][c:29]3[c:30]([n:31][c:32]([NH:34][C:35]([CH3:36])=[O:37])[s:33]3)[cH:38][cH:39]2)[cH:3][c:4]([NH:8][S:9](=[O:10])(=[O:11])[c:12]2[cH:13][cH:14][c:15]([CH3:18])[cH:16][cH:17]2)[cH:5][n:6][cH:7]1. Reactants: C1CCOC1, CC(C)[Si](OC1CCN(N2CCC(Cc3c(Cl)cc(-c4ccc(C(=O)N5CCC(F)(F)CC5)cc4)cc3Cl)C2=O)CC1)(C(C)C)C(C)C, O=C(O)C(F)(F)F, O. Product: O=C(c1ccc(-c2cc(Cl)c(CC3CCN(N4CCC(O)CC4)C3=O)c(Cl)c2)cc1)N1CCC(F)(F)CC1. As a reaction SMILES: [CH2:57]1[O:58][CH2:59][CH2:60][CH2:61]1.[Cl:9][c:10]1[cH:11][c:12](-[c:41]2[cH:42][cH:43][c:44]([C:47](=[O:48])[N:49]3[CH2:50][CH2:51][C:52]([F:55])([F:56])[CH2:53][CH2:54]3)[cH:45][cH:46]2)[cH:13][c:14]([Cl:40])[c:15]1[CH2:16][CH:17]1[C:18](=[O:39])[N:19]([N:22]2[CH2:23][CH2:24][CH:25]([O:28][Si:29]([CH:30]([CH3:31])[CH3:32])([CH:33]([CH3:34])[CH3:35])[CH:36]([CH3:37])[CH3:38])[CH2:26][CH2:27]2)[CH2:20][CH2:21]1.[F:2][C:3]([F:4])([F:5])[C:6]([OH:7])=[O:8].[OH2:1]>>[Cl:9][c:10]1[cH:11][c:12](-[c:41]2[cH:42][cH:43][c:44]([C:47](=[O:48])[N:49]3[CH2:50][CH2:51][C:52]([F:55])([F:56])[CH2:53][CH2:54]3)[cH:45][cH:46]2)[cH:13][c:14]([Cl:40])[c:15]1[CH2:16][CH:17]1[C:18](=[O:39])[N:19]([N:22]2[CH2:23][CH2:24][CH:25]([OH:28])[CH2:26][CH2:27]2)[CH2:20][CH2:21]1. Reactants: C(=O)(Cl)Cl (phosgene), CNCC(C(=O)OCC)CCC1=CC=CC=C1 (ethyl 2-methylaminomethyl-4-phenylbutyrate). Solvent: C1(=CC=CC=C1)C (toluene), C1(=CC=CC=C1)C (toluene). Conditions: time 4 hour. The product is CN(C(=O)Cl)CC(CCC1=CC=CC=C1)C(=O)OCC (N-methyl-N-(2-ethoxycarbonyl-4-phenylbutyl)carbamoyl chloride). As a reaction SMILES: [C:1]([Cl:4])(Cl)=[O:2].[CH3:5][NH:6][CH2:7][CH:8]([CH2:14][CH2:15][C:16]1[CH:21]=[CH:20][CH:19]=[CH:18][CH:17]=1)[C:9]([O:11][CH2:12][CH3:13])=[O:10]>C1(C)C=CC=CC=1>[CH3:5][N:6]([CH2:7][CH:8]([C:9]([O:11][CH2:12][CH3:13])=[O:10])[CH2:14][CH2:15][C:16]1[CH:21]=[CH:20][CH:19]=[CH:18][CH:17]=1)[C:1]([Cl:4])=[O:2]. Procedure details: To a solution of 10.3 g of phosgene in 45 ml of toluene, the solution of 20.3 g of ethyl 2-methylaminomethyl-4-phenylbutyrate (described in example 1) in 19 ml of toluene was added over a period of 20 minutes. The mixture was stirred at room temperature for 4 hours and evaporated to dryness. The residue was stirred for 10 minutes with 100 ml of ether, the solids were filtered, the filtrates were evaporated to dryness and the residue was distilled under high vacuum to give N-methyl-N-(2-ethoxycar... Reactants: N[C@@H](C)C(C)(C)C ((S)-2-amino-3,3-dimethylbutane), OC1=C(C(=CC=C1)C)NC=1C(C(C1N[C@@H](C(C)(C)C)C)=O)=O ((R)-3-(2-hydroxy-6-methylphenylamino)-4-(2,2,1-trimethylpropyl-amino)-cyclobut-3-ene-1,2-dione). Product: OC1=C(C(=CC=C1)C)NC=1C(C(C1NC(C(C)(C)C)C)=O)=O (3-(2-Hydroxy-6-methylphenylamino)-4-(2,2,1-trimethylpropylamino)-cyclobut-3-ene-1 2-dione). As a reaction SMILES: N[C@H](C(C)(C)C)C.[OH:8][C:9]1[CH:14]=[CH:13][CH:12]=[C:11]([CH3:15])[C:10]=1[NH:16][C:17]1[C:18](=[O:29])[C:19](=[O:28])[C:20]=1[NH:21][C@H:22]([CH3:27])[C:23]([CH3:26])([CH3:25])[CH3:24]>>[OH:8][C:9]1[CH:14]=[CH:13][CH:12]=[C:11]([CH3:15])[C:10]=1[NH:16][C:17]1[C:18](=[O:29])[C:19](=[O:28])[C:20]=1[NH:21][CH:22]([CH3:27])[C:23]([CH3:24])([CH3:26])[CH3:25]. Procedure details: (S)-3-(2-hydroxy-6-methylphenylamino)-4-(2,2,1-trimethylpropylamino)-(cyclobut-3-ene-1,2-dione is produced by the same method by substituting (S)-2-amino-3,3-dimethylbutane for the (R)-2-amino-3,3-dimethylbutane employed in the preceding paragraph. Reactants: ClC=1N=CC=C2C=CC(=NC12)C (8-chloro-2-methyl-[1,7]naphthyridine), NC1=NC=C(C=C1)Cl (2-amino-5-chloropyridine). Yields the product ClC=1C=CC(=NC1)NC=1N=CC=C2C=CC(=NC12)C ((5-Chloro-pyridin-2-yl)-(2-methyl-[1,7]naphthyridin-8-yl)-amine). As a reaction SMILES: Cl[C:2]1[N:3]=[CH:4][CH:5]=[C:6]2[C:11]=1[N:10]=[C:9]([CH3:12])[CH:8]=[CH:7]2.[NH2:13][C:14]1[CH:19]=[CH:18][C:17]([Cl:20])=[CH:16][N:15]=1>>[Cl:20][C:17]1[CH:18]=[CH:19][C:14]([NH:13][C:2]2[N:3]=[CH:4][CH:5]=[C:6]3[C:11]=2[N:10]=[C:9]([CH3:12])[CH:8]=[CH:7]3)=[N:15][CH:16]=1. Reported procedure: The title compound, MS: m/e=271.3 (M+H+), was prepared in accordance with the general method of example 1 from 8-chloro-2-methyl-[1,7]naphthyridine (Example E) and 2-amino-5-chloropyridine. Reactants: O=C(O)c1ccc(Br)o1, C1COCCO1, COc1c(B2OC(C)(C)C(C)(C)O2)cccc1[N+](=O)[O-], [Na+], [Na+], O=C([O-])[O-], O, c1ccc(P(c2ccccc2)(c2ccccc2)[Pd](P(c2ccccc2)(c2ccccc2)c2ccccc2)(P(c2ccccc2)(c2ccccc2)c2ccccc2)P(c2ccccc2)(c2ccccc2)c2ccccc2)cc1. Yields the product COc1c(-c2ccc(C(=O)O)o2)cccc1[N+](=O)[O-]. As a reaction SMILES: [Br:21][c:22]1[cH:23][cH:24][c:25]([C:27](=[O:28])[OH:29])[o:26]1.[CH2:36]1[O:37][CH2:38][CH2:39][O:40][CH2:41]1.[CH3:1][O:2][c:3]1[c:4]([B:12]2[O:13][C:14]([CH3:15])([CH3:16])[C:17]([CH3:18])([CH3:19])[O:20]2)[cH:5][cH:6][cH:7][c:8]1[N+:9](=[O:10])[O-:11].[Na+:30].[Na+:31].[O-:32][C:33](=[O:34])[O-:35].[OH2:42].[cH:43]1[cH:44][cH:45][c:46]([P:47]([Pd:48]([P:49]([c:50]2[cH:51][cH:52][cH:53][cH:54][cH:55]2)([c:56]2[cH:57][cH:58][cH:59][cH:60][cH:61]2)[c:62]2[cH:63][cH:64][cH:65][cH:66][cH:67]2)([P:68]([c:69]2[cH:70][cH:71][cH:72][cH:73][cH:74]2)([c:75]2[cH:76][cH:77][cH:78][cH:79][cH:80]2)[c:81]2[cH:82][cH:83][cH:84][cH:85][cH:86]2)[P:87]([c:88]2[cH:89][cH:90][cH:91][cH:92][cH:93]2)([c:94]2[cH:95][cH:96][cH:97][cH:98][cH:99]2)[c:100]2[cH:101][cH:102][cH:103][cH:104][cH:105]2)([c:106]2[cH:107][cH:108][cH:109][cH:110][cH:111]2)[c:112]2[cH:113][cH:114][cH:115][cH:116][cH:117]2)[cH:118][cH:119]1>>[CH3:1][O:2][c:3]1[c:4](-[c:22]2[cH:23][cH:24][c:25]([C:27](=[O:28])[OH:29])[o:26]2)[cH:5][cH:6][cH:7][c:8]1[N+:9](=[O:10])[O-:11].